Dataset: the Open Reaction Database (ORD), a public repository of structured organic reaction records. Task: describe an organic reaction: reactants, conditions, products, and yield Reactants: O (water), C(C1=CC=CC=C1)N1C2=CC=CC=C2C=2C=CC(=CC12)CC(=O)O ((9-Benzylcarbazol-2-yl)acetic acid), N1=CC=CC=C1 (pyridine), CS(=O)(=O)N (methanesulfonamide). The reagents and catalysts are C(C(=O)Cl)(=O)Cl (oxalyl chloride). The solvent is C(Cl)Cl (methylene chloride), C(Cl)Cl (methylene chloride). Reaction conditions: time 30 minute. Yields the product CS(=O)(=O)NC(CC1=CC=2N(C3=CC=CC=C3C2C=C1)CC1=CC=CC=C1)=O (N-Methanesulfonyl(9-benzylcarbazol-2-yl)acetamide). Isolated yield 36.6%. RXN SMILES: [CH2:1]([N:8]1[C:20]2[CH:19]=[C:18]([CH2:21][C:22](O)=[O:23])[CH:17]=[CH:16][C:15]=2[C:14]2[C:9]1=[CH:10][CH:11]=[CH:12][CH:13]=2)[C:2]1[CH:7]=[CH:6][CH:5]=[CH:4][CH:3]=1.N1C=CC=CC=1.[CH3:31][S:32]([NH2:35])(=[O:34])=[O:33].O>C(Cl)Cl.C(Cl)(=O)C(Cl)=O>[CH3:31][S:32]([NH:35][C:22](=[O:23])[CH2:21][C:18]1[CH:17]=[CH:16][C:15]2[C:14]3[C:9](=[CH:10][CH:11]=[CH:12][CH:13]=3)[N:8]([CH2:1][C:2]3[CH:3]=[CH:4][CH:5]=[CH:6][CH:7]=3)[C:20]=2[CH:19]=1)(=[O:34])=[O:33]. Reported procedure: 0.055 ml (0.63 nmol) of oxalyl chloride was added, with ice-cooling, to a mixture of 100 mg (0.32 mmol) of (9-benzylcarbazol-2-yl)acetic acid (prepared as described in Example 42) in 3 ml of methylene chloride, and the whole was stirred for 30 minutes at room temperature. After this time, the solvent was removed by evaporation under reduced pressure. 5 ml of methylene chloride, 0.08 ml (0.99 mmol) of pyridine and 60 mg (0.63 mmol) of methanesulfonamide were added to the residue thus obtained, wi... The reactants are O[C@H]1C[C@H]2C[C@H]([C@H]3[C@@H]4CC[C@H]([C@@H](CCC(=O)OC5=C(C=C(C=C5)OC5=C(C=C(C=C5Cl)NC(C(=O)OCC5=CC=CC=C5)=O)Cl)C(C)C)C)[C@]4([C@H](C[C@@H]3[C@]2(CC1)C)O)C)O (4-{4-[(2-benzyloxy-1,2-dioxoethyl)amino]-2,6-dichlorophenoxy}-2-isopropylphenyl 3,7,12(3α, 5β,7α,12α)-trihydroxycholan-24-oate), [H][H] (hydrogen). Solvent: C(C)O (ethanol). Yields the product O[C@H]1C[C@H]2C[C@H]([C@H]3[C@@H]4CC[C@H]([C@@H](CCC(=O)OC5=C(C=C(C=C5)OC5=C(C=C(C=C5Cl)NC(C(=O)O)=O)Cl)C(C)C)C)[C@]4([C@H](C[C@@H]3[C@]2(CC1)C)O)C)O (4-{2,6-dichloro-4-[(2-hydroxy-1,2-dioxoethyl)amino]phenoxy}-2-isopropylphenyl 3,7,12(3α,5β,7α,12α)-trihydroxycholan-24-oate). RXN SMILES: [OH:1][C@@H:2]1[CH2:56][CH2:55][C@@:54]2([CH3:57])[C@H:4]([CH2:5][C@@H:6]([OH:60])[C@@H:7]3[C@@H:53]2[CH2:52][C@H:51]([OH:58])[C@@:50]2([CH3:59])[C@H:8]3[CH2:9][CH2:10][C@@H:11]2[C@H:12]([CH3:49])[CH2:13][CH2:14][C:15]([O:17][C:18]2[CH:23]=[CH:22][C:21]([O:24][C:25]3[C:30]([Cl:31])=[CH:29][C:28]([NH:32][C:33](=[O:44])[C:34]([O:36]CC4C=CC=CC=4)=[O:35])=[CH:27][C:26]=3[Cl:45])=[CH:20][C:19]=2[CH:46]([CH3:48])[CH3:47])=[O:16])[CH2:3]1.[H][H]>C(O)C>[OH:1][C@@H:2]1[CH2:56][CH2:55][C@@:54]2([CH3:57])[C@H:4]([CH2:5][C@@H:6]([OH:60])[C@@H:7]3[C@@H:53]2[CH2:52][C@H:51]([OH:58])[C@@:50]2([CH3:59])[C@H:8]3[CH2:9][CH2:10][C@@H:11]2[C@H:12]([CH3:49])[CH2:13][CH2:14][C:15]([O:17][C:18]2[CH:23]=[CH:22][C:21]([O:24][C:25]3[C:26]([Cl:45])=[CH:27][C:28]([NH:32][C:33](=[O:44])[C:34]([OH:36])=[O:35])=[CH:29][C:30]=3[Cl:31])=[CH:20][C:19]=2[CH:46]([CH3:48])[CH3:47])=[O:16])[CH2:3]1. Procedure details: 4-{4-[(2-benzyloxy-1,2-dioxoethyl)amino]-2,6-dichlorophenoxy}-2-isopropylphenyl 3,7,12(3α, 5β,7α,12α)-trihydroxycholan-24-oate (260 mg) and 26 mg of 10% carbon in 50 ml ethanol are treated with hydrogen on a Parr shaker. Catalyst is removed by filtering through Celite and the filtrate is stripped to give 4-{2,6-dichloro-4-[(2-hydroxy-1,2-dioxoethyl)amino]phenoxy}-2-isopropylphenyl 3,7,12(3α,5β,7α,12α)-trihydroxycholan-24-oate, as an amorphane monohydrate, m.p. 180°-92° (dec.).